Task: describe an organic reaction: reactants, conditions, products, and yield. Dataset: the Open Reaction Database (ORD), a public repository of structured organic reaction records Starting materials: Cl (HCl), ClCC(OCC)=N (ethyl 2-chloro-acetimidate), C(C)NC1=C(C=NC(=C1)C(F)(F)F)N (N4-ethyl-6-trifluoromethyl-pyridine-3,4-diamine). The solvent is CCO (EtOH). Yields the product ClCC=1N(C2=C(C=NC(=C2)C(F)(F)F)N1)CC (2-chloromethyl-1-ethyl-6-trifluoromethyl-1H-imidazo[4,5-c]pyridine). Reaction SMILES: [ClH:1].Cl[CH2:3][C:4](=N)OCC.[CH2:9]([NH:11][C:12]1[CH:17]=[C:16]([C:18]([F:21])([F:20])[F:19])[N:15]=[CH:14][C:13]=1[NH2:22])[CH3:10]>CCO>[Cl:1][CH2:10][C:9]1[N:11]([CH2:3][CH3:4])[C:12]2[CH:17]=[C:16]([C:18]([F:19])([F:20])[F:21])[N:15]=[CH:14][C:13]=2[N:22]=1. Procedure: The HCl salt of ethyl 2-chloro-acetimidate (3.90 g, 24.58 mmol) is added to a solution of N4-ethyl-6-trifluoromethyl-pyridine-3,4-diamine (1.44 g, 7.02 mmol) in EtOH (20 mL) and refluxed for 3 h. The reaction mixture is cooled to room temperature and concentrated under reduced pressure. The residue is diluted with CH2Cl2, washed with NaHCO3 solution, dried over Na2SO4, and concentrated to obtain 2-chloromethyl-1-ethyl-6-trifluoromethyl-1H-imidazo[4,5-c]pyridine. 1H NMR (300 MHz, CDCl3): δ 9.14(s... Starting materials: COc1cccc(C(CO)CC(=O)NN=C(c2ccccc2)c2ccccc2)c1, CS(=O)(=O)Cl, CN(C)c1ccncc1, ClCCl, c1ccncc1. Product: COc1cccc(C(COS(C)(=O)=O)CC(=O)NN=C(c2ccccc2)c2ccccc2)c1. RXN SMILES: [C:1]([c:2]1[cH:3][cH:4][cH:5][cH:6][cH:7]1)([c:8]1[cH:9][cH:10][cH:11][cH:12][cH:13]1)=[N:14][NH:15][C:16]([CH2:17][CH:18]([CH2:19][OH:20])[c:21]1[cH:22][c:23]([O:27][CH3:28])[cH:24][cH:25][cH:26]1)=[O:29].[CH3:30][S:31]([Cl:32])(=[O:33])=[O:34].[CH3:35][N:36]([CH3:37])[c:38]1[cH:39][cH:40][n:41][cH:42][cH:43]1.[Cl:50][CH2:51][Cl:52].[cH:44]1[cH:45][cH:46][n:47][cH:48][cH:49]1>>[C:1]([c:2]1[cH:3][cH:4][cH:5][cH:6][cH:7]1)([c:8]1[cH:9][cH:10][cH:11][cH:12][cH:13]1)=[N:14][NH:15][C:16]([CH2:17][CH:18]([CH2:19][O:20][S:31]([CH3:30])(=[O:33])=[O:34])[c:21]1[cH:22][c:23]([O:27][CH3:28])[cH:24][cH:25][cH:26]1)=[O:29]. Starting materials: CCOC(=O)CC#N, C1CCNCC1, COc1cc(C=O)cc(OC)c1N. Product: CCOC(=O)C(C#N)=Cc1cc(OC)c(N)c(OC)c1. As a reaction SMILES: [CH2:14]([CH3:15])[O:16][C:17]([CH2:18][C:19]#[N:20])=[O:21].[CH2:22]1[CH2:23][CH2:24][NH:25][CH2:26][CH2:27]1.[NH2:1][c:2]1[c:3]([O:12][CH3:13])[cH:4][c:5]([CH:6]=[O:7])[cH:8][c:9]1[O:10][CH3:11]>>[NH2:1][c:2]1[c:3]([O:12][CH3:13])[cH:4][c:5]([CH:6]=[C:18]([C:17]([O:16][CH2:14][CH3:15])=[O:21])[C:19]#[N:20])[cH:8][c:9]1[O:10][CH3:11]. The reactants are COC(=NC#N)c1ccccn1, Cc1ccc(CN)cc1, CCOCC, CO. Yields the product Cc1ccc(CN=C(NC#N)c2ccccn2)cc1. As a reaction SMILES: [C:1](#[N:2])[N:3]=[C:4]([O:5][CH3:6])[c:7]1[n:8][cH:9][cH:10][cH:11][cH:12]1.[CH3:13][c:14]1[cH:15][cH:16][c:17]([CH2:18][NH2:19])[cH:20][cH:21]1.[CH3:22][CH2:23][O:24][CH2:25][CH3:26].[CH3:27][OH:28]>>[C:1](#[N:2])[NH:3][C:4]([c:7]1[n:8][cH:9][cH:10][cH:11][cH:12]1)=[N:19][CH2:18][c:17]1[cH:16][cH:15][c:14]([CH3:13])[cH:21][cH:20]1. Starting materials: C(CC)N1C(N(C=2NC(=NC2C1=O)C(CC)C1=CC=C(OCC(=O)O)C=C1)CCC)=O (2-[4-[1-(2,3,6,9-tetrahydro-1,3-dipropyl-2,6-dioxo-1H-purin-8-yl)propyl]phenoxy]acetic acid), ON1C(CCC1=O)=O (N-hydroxysuccinimide), Cl.CN(CCCN=C=NCC)C (1-(3-dimethylaminopropyl)-3-ethylcarbodiimide hydrochloride), C(CN)N (ethylenediamine), solution. The solvent is [Cl-].[Na+].O (brine), CN(C=O)C (dimethylformamide), CO (methanol). Run at time 1.5 hour. The product is NCCNC(COC1=CC=C(C=C1)C(CC)C=1NC=2N(C(N(C(C2N1)=O)CCC)=O)CCC)=O (N-(2Aminoethyl)-2-[4-[1-(2,3,6,9-tetrahydro-1,3-dipropyl-2,6-dioxo-1H-purin-8-yl)propyl]phenoxy]-acetamide). As a reaction SMILES: [CH2:1]([N:4]1[C:12](=[O:13])[C:11]2[N:10]=[C:9]([CH:14]([C:17]3[CH:27]=[CH:26][C:20]([O:21][CH2:22][C:23](O)=[O:24])=[CH:19][CH:18]=3)[CH2:15][CH3:16])[NH:8][C:7]=2[N:6]([CH2:28][CH2:29][CH3:30])[C:5]1=[O:31])[CH2:2][CH3:3].ON1C(=O)CCC1=O.Cl.CN(C)CCCN=C=NCC.[CH2:52]([NH2:55])[CH2:53][NH2:54]>CN(C)C=O.CO.[Cl-].[Na+].O>[NH2:54][CH2:53][CH2:52][NH:55][C:23](=[O:24])[CH2:22][O:21][C:20]1[CH:19]=[CH:18][C:17]([CH:14]([C:9]2[NH:8][C:7]3[N:6]([CH2:28][CH2:29][CH3:30])[C:5](=[O:31])[N:4]([CH2:1][CH2:2][CH3:3])[C:12](=[O:13])[C:11]=3[N:10]=2)[CH2:15][CH3:16])=[CH:27][CH:26]=1 |f:2.3,7.8.9|. Reported procedure: Dissolve 2-[4-[1-(2,3,6,9-tetrahydro-1,3-dipropyl-2,6-dioxo-1H-purin-8-yl)propyl]phenoxy]acetic acid (720 mg, 1.68 mmol) in dimethylformamide (10 mL) and treat with N-hydroxysuccinimide (192 mg, 1.68 mmol) and 1-(3-dimethylaminopropyl)-3-ethylcarbodiimide hydrochloride (676 mg, 3.53 mmol). Stir for 1.5 hours and add to a solution of ethylenediamine (10 mL of a 10% solution in methanol). Stir for 1.5 hours, pour into brine (300 mL) and extract with ethyl acetate (3×200 mL) and chloroform (3×300 m... Procedure: 2-chloro-4-fluorobenzonitrile (60702-69-4) (2.0 g, 12.86 mmol) was mixed together with H-D-Thr-OH (1.84 g, 15.43 mmol) in DMSO (30 mL). K2CO3 (3.73 g, 27.0 mmol) was added to the reaction mixture and stirred at 75° C. for 24 h. The reaction mixture was cooled down to room temperature and poured slowly into a 10% citric acid solution and stirred for 10 min at room temperature. The solution was extracted with EtOAc several times to get the crude product. The crude product was chromatographed with ... As a reaction SMILES: [Cl:1][C:2]1[CH:9]=[C:8](F)[CH:7]=[CH:6][C:3]=1[C:4]#[N:5].[NH2:11][C@@H:12]([C:16]([OH:18])=[O:17])[C@H:13]([CH3:15])[OH:14].C([O-])([O-])=O.[K+].[K+].C(O)(=O)CC(CC(O)=O)(C(O)=O)O>CS(C)=O>[Cl:1][C:2]1[CH:9]=[C:8]([NH:11][C@H:12]([C@@H:13]([OH:14])[CH3:15])[C:16]([OH:18])=[O:17])[CH:7]=[CH:6][C:3]=1[C:4]#[N:5] |f:2.3.4|. Yields the product ClC=1C=C(C=CC1C#N)N[C@@H](C(=O)O)[C@H](C)O ((2R,3S)-2-(3-chloro-4-cyanophenylamino)-3-hydroxybutanoic acid). Starting materials: C(CC(O)(C(=O)O)CC(=O)O)(=O)O (citric acid), ClC1=C(C#N)C=CC(=C1)F (2-chloro-4-fluorobenzonitrile), N[C@H]([C@@H](O)C)C(=O)O (H-D-Thr-OH), C(=O)([O-])[O-].[K+].[K+] (K2CO3). Solvent: CS(=O)C (DMSO). The yield is 55.0%. Reaction conditions: temperature 75 celsius, time 24 hour. The reactants are O(C1=CC=CC=C1)C=1C=C(C=O)C=CC1 (3-Phenoxybenzaldehyde), C(CC)N (n-propylamine), [BH4-].[Na+] (sodium borohydride). Reagents/catalysts: O.C1(=CC=C(C=C1)S(=O)(=O)O)C (p-toluenesulfonic acid monohydrate). The solvent is C(C)O (ethanol). Run at temperature 80 celsius. Product: C(CC)NCC1=CC(=CC=C1)OC1=CC=CC=C1 (N-Propyl-N-(3-phenoxybenzyl)amine). The yield is 57.3%. Reaction SMILES: [O:1]([C:8]1[CH:9]=[C:10]([CH:13]=[CH:14][CH:15]=1)[CH:11]=O)[C:2]1[CH:7]=[CH:6][CH:5]=[CH:4][CH:3]=1.[CH2:16]([NH2:19])[CH2:17][CH3:18].[BH4-].[Na+]>C(O)C.O.C1(C)C=CC(S(O)(=O)=O)=CC=1>[CH2:16]([NH:19][CH2:11][C:10]1[CH:13]=[CH:14][CH:15]=[C:8]([O:1][C:2]2[CH:7]=[CH:6][CH:5]=[CH:4][CH:3]=2)[CH:9]=1)[CH2:17][CH3:18] |f:2.3,5.6|. Procedure details: 3-Phenoxybenzaldehyde (2.00 mL, 2.29 g, 11.6 mmol), n-propylamine (0.95 mL, 0.68 g, 11.5 mmol), and p-toluenesulfonic acid monohydrate (15 mg, 0.08 mmol) were dissolved in absolute ethanol (15 mL), then heated to 80° C. in a sealed tube for 2.5 hours. The reaction was cooled to room temperature, transfered to a round-bottom flask, then sodium borohydride (440 mg, 11.6 mmol) was added, followed by heating under reflux for 2.5 hours. The reaction was concentrated, the residue partitioned between w...